Dataset: the Open Reaction Database (ORD), a public repository of structured organic reaction records. Task: describe an organic reaction: reactants, conditions, products, and yield Reactants: BrC1=CC(=CC=C1)C1CC1 (Bromo-3-cyclopropyl-benzene), [Li]CCCC (BuLi), SO2, C(C)OCC (diethyl ether), S(=O)(=O)(Cl)Cl (sulfuryl chloride). The solvent is C1CCOC1.C(C)OCC (THF diethyl ether), CCCCCC (hexane). Run at temperature -78 celsius, time 15 minute. Product: C1(CC1)C=1C=C(C=CC1)S(=O)(=O)Cl (3-Cyclopropyl-benzenesulfonyl chloride). Reaction SMILES: Br[C:2]1[CH:7]=[CH:6][CH:5]=[C:4]([CH:8]2[CH2:10][CH2:9]2)[CH:3]=1.[Li]CCCC.C(OCC)C.[S:21](Cl)([Cl:24])(=[O:23])=[O:22]>C1COCC1.C(OCC)C.CCCCCC>[CH:8]1([C:4]2[CH:3]=[C:2]([S:21]([Cl:24])(=[O:23])=[O:22])[CH:7]=[CH:6][CH:5]=2)[CH2:10][CH2:9]1 |f:4.5|. Procedure details: Bromo-3-cyclopropyl-benzene (1.0 g, 5.1 mmol) [prep.: J. Org. Chem. vol. 41, 2262-6 (1976)] was dissolved in dry THF/diethyl ether (1:1, 30 ml) under an argon atmosphere and cooled to −78° C. BuLi (1.6 M in hexanes, 3.2 ml, 5.1 mmol) was added dropwise and the reaction mixture was further stirred at low temperature for 15 min. This reaction mixture was added via cannula to a SO2 gas saturated solution of diethyl ether (20 ml) precooled to −78° C. The reaction mixture was stirred overnight at roo... Starting materials: [H][H] (hydrogen), C(C1=CC=CC=C1)N(CCCCNC(C1=CC=CC=C1)=O)CCCl (N-[4-{benzyl (2-chloroethyl)amino}butyl]benzamide), [N+](=O)([O-])C1=C(C=CC=C1)O (2-nitrophenol), [H-].[Na+] (sodium hydride). The solvent is CN(C=O)C (dimethylformamide), CN(C=O)C (dimethylformamide). Reaction conditions: temperature 67.5 celsius, time 1.5 hour. Yields the product C(C1=CC=CC=C1)N(CCCCNC(C1=CC=CC=C1)=O)CCOC1=C(C=CC=C1)[N+](=O)[O-] (N-[4-{Benzyl[2-(2-nitrophenoxy)ethyl]amino}butyl]benzamide), oil. The yield is 52.0%. As a reaction SMILES: [N+:1]([C:4]1[CH:9]=[CH:8][CH:7]=[CH:6][C:5]=1[OH:10])([O-:3])=[O:2].[H-].[Na+].[H][H].[CH2:15]([N:22]([CH2:36][CH2:37]Cl)[CH2:23][CH2:24][CH2:25][CH2:26][NH:27][C:28](=[O:35])[C:29]1[CH:34]=[CH:33][CH:32]=[CH:31][CH:30]=1)[C:16]1[CH:21]=[CH:20][CH:19]=[CH:18][CH:17]=1>CN(C)C=O>[CH2:15]([N:22]([CH2:36][CH2:37][O:10][C:5]1[CH:6]=[CH:7][CH:8]=[CH:9][C:4]=1[N+:1]([O-:3])=[O:2])[CH2:23][CH2:24][CH2:25][CH2:26][NH:27][C:28](=[O:35])[C:29]1[CH:34]=[CH:33][CH:32]=[CH:31][CH:30]=1)[C:16]1[CH:17]=[CH:18][CH:19]=[CH:20][CH:21]=1 |f:1.2|. Reported procedure: 2-nitrophenol (0.56 g, 0.004 mole) is added in portions to a stirred suspension of sodium hydride (160 mg of a dispersion at 60% in oil, 0.004 mole) in dry dimethylformamide (10 ml) in a nitrogen atmosphere. When the hydrogen evolution is completed, while stirring, a solution of N-[4-{benzyl (2-chloroethyl)amino}butyl]benzamide (1.6 g, 0.0046 mole) in dry dimethylformamide (5 ml) is added dropwise. The reaction mixture is heated to 65-70 degrees C. for 1.5 hours, cooled back to ambient temperatu... Reactants: NC1=CC2=C(N=C(N2)NC=2NCCN2)C=C1 (2-(5-aminobenzimidazolyl) amino-2-imidazoline), C(C)(=O)OC(C)=O (acetic anhydride). Run in C(C)O (ethanol). Product: C(C)(=O)NC1=CC2=C(N=C(N2)NC=2NCCN2)C=C1 (2-(5-acetylamino-2-benzimidazolyl) amino-2-imidazoline). Yield: 8.8%. As a reaction SMILES: [NH2:1][C:2]1[CH:16]=[CH:15][C:5]2[N:6]=[C:7]([NH:9][C:10]3[NH:11][CH2:12][CH2:13][N:14]=3)[NH:8][C:4]=2[CH:3]=1.[C:17](OC(=O)C)(=[O:19])[CH3:18]>C(O)C>[C:17]([NH:1][C:2]1[CH:16]=[CH:15][C:5]2[N:6]=[C:7]([NH:9][C:10]3[NH:11][CH2:12][CH2:13][N:14]=3)[NH:8][C:4]=2[CH:3]=1)(=[O:19])[CH3:18]. Procedure details: A mixture of 2-(5-aminobenzimidazolyl) amino-2-imidazoline (0.48g, 0.0022 mol) and acetic anhydride (0.0022 mol) in ethanol (20 ml) was heated under reflux for 2 hours. The cooled reaction mixture was evaporated in vacuo and the resulting solid dissolved in methanol. Treatment with dry hydrogen chloride gas followed by ethyl acetate gave brown microcrystals (0.33 g). Recrystallisation from methanol/ethyl acetate gave a poor recovery of slightly hydroscopic 2-(5-acetylamino-2-benzimidazolyl) amin... Starting materials: ClC1=C(C=C(C=C1)C(C)N1C=NC=C1)[N+](=O)[O-] (1-[1(4-chloro-3-nitrophenyl)ethyl]-1H-imidazole), O.NN (hydrazine monohydrate), Cl (hydrochloric acid). Solvent: C(CCC)O (1-butanol). Reaction conditions: time 12 hour. Product: Cl.N1(C=NC=C1)C(C)C=1C=CC2=C(N(N=N2)O)C1 (6-[1-(1H-imidazol-1-yl)ethyl]-1H-benzotriazol-1-ol monohydrochloride). Yield: 99.0%. RXN SMILES: [Cl:1][C:2]1[CH:7]=[CH:6][C:5]([CH:8]([N:10]2[CH:14]=[CH:13][N:12]=[CH:11]2)[CH3:9])=[CH:4][C:3]=1[N+:15]([O-:17])=O.O.[NH2:19][NH2:20].Cl>C(O)CCC>[ClH:1].[N:10]1([CH:8]([C:5]2[CH:6]=[CH:7][C:2]3[N:20]=[N:19][N:15]([OH:17])[C:3]=3[CH:4]=2)[CH3:9])[CH:14]=[CH:13][N:12]=[CH:11]1 |f:1.2,5.6|. Reported procedure: A mixture of 4.3 parts of 1-[1(4-chloro-3-nitrophenyl)ethyl]-1H-imidazole, 3.42 parts of hydrazine monohydrate and 40 parts of 1-butanol was stirred for 12 hours at reflux temperature. After cooling, 3.4 parts of a hydrochloric acid solution 10N were added. The separated organic layer was evaporated. The residue was stirred in ethyl acetate. The product was filtered off and dried, yielding 4.5 parts (99.0%) of 6-[1-(1H-imidazol-1-yl)ethyl]-1H-benzotriazol-1-ol monohydrochloride (compound 149). The reactants are CCOC(=O)c1nc2cc(Br)c(C(F)(F)F)cc2[nH]c1=O, CCO, Cl, [K+], [OH-], O. The product is O=C(O)c1nc2cc(Br)c(C(F)(F)F)cc2[nH]c1=O. As a reaction SMILES: [Br:1][c:2]1[c:3]([C:18]([F:19])([F:20])[F:21])[cH:4][c:5]2[nH:6][c:7](=[O:17])[c:8]([C:12](=[O:13])[O:14][CH2:15][CH3:16])[n:9][c:10]2[cH:11]1.[CH3:26][CH2:27][OH:28].[ClH:25].[K+:23].[OH-:22].[OH2:24]>>[Br:1][c:2]1[c:3]([C:18]([F:19])([F:20])[F:21])[cH:4][c:5]2[nH:6][c:7](=[O:17])[c:8]([C:12](=[O:13])[OH:14])[n:9][c:10]2[cH:11]1. The reactants are FC(C(=O)O)(F)F (Trifluoroacetic acid), COCCN1C([C@@H](CC[C@H](C1)C1=CC=CC=C1)NC(OC(C)(C)C)=O)=O (tert-butyl (3R,6S)-1-(2-methoxyethyl)-2-oxo-6-phenylazepan-3-ylcarbamate). Run in ClCCl (dichloromethane). Run at time 1 hour. Product: NC1C(N(CC(CC1)C1=CC=CC=C1)CCOC)=O (3-Amino-1-(2-methoxyethyl)-6-phenylazepan-2-one). RXN SMILES: FC(F)(F)C(O)=O.[CH3:8][O:9][CH2:10][CH2:11][N:12]1[CH2:18][C@H:17]([C:19]2[CH:24]=[CH:23][CH:22]=[CH:21][CH:20]=2)[CH2:16][CH2:15][C@@H:14]([NH:25]C(=O)OC(C)(C)C)[C:13]1=[O:33]>ClCCl>[NH2:25][CH:14]1[CH2:15][CH2:16][CH:17]([C:19]2[CH:20]=[CH:21][CH:22]=[CH:23][CH:24]=2)[CH2:18][N:12]([CH2:11][CH2:10][O:9][CH3:8])[C:13]1=[O:33]. Reported procedure: Trifluoroacetic acid (2.5 mL) was added to a solution of tert-butyl (3R,6S)-1-(2-methoxyethyl)-2-oxo-6-phenylazepan-3-ylcarbamate (41 mg, 0.113 mmol) in dichloromethane (5 mL). After 1 h, the solution was concentrated. Saturated aqueous sodium bicarbonate solution was added and the mixture was extracted with dichloromethane (3×). The combined organic extracts were washed with saturated brine, dried over magnesium sulfate, filtered and concentrated. MS 263 (M+1). 1H NMR (500 MHz, CDCl3) δ 7.32 (t... Reactants: Cl.NO (hydroxylamine hydrochloride), CC(C)([O-])C.[K+] (potassium tert-butoxide), C(C)(=O)C=1C(=NC=CC1)NC(OC(C)(C)C)=O (tert-butyl (3-acetyl pyridin-2-yl)carbamate), C(C(=O)OCC)(=O)OCC (diethyl oxalate), CC(C)([O-])C.[K+] (potassium tert-butoxide). The solvent is C(C)O (ethanol), O (Water), C1(=CC=CC=C1)C (toluene), O (water), C1(=CC=CC=C1)C (toluene). Run at time 2 hour. The product is NC1=NC=CC=C1C1=CC(=NO1)C(=O)OCC (ethyl 5-(2-aminopyridin-3-yl)isoxazol-3-carboxylate). The yield is 82.9%. RXN SMILES: [C:1]([C:4]1[C:5]([NH:10]C(=O)OC(C)(C)C)=[N:6][CH:7]=[CH:8][CH:9]=1)(=[O:3])[CH3:2].[C:18](OCC)(=O)[C:19]([O:21][CH2:22][CH3:23])=[O:20].CC(C)([O-])C.[K+].Cl.[NH2:35]O>C1(C)C=CC=CC=1.O.C(O)C>[NH2:10][C:5]1[C:4]([C:1]2[O:3][N:35]=[C:18]([C:19]([O:21][CH2:22][CH3:23])=[O:20])[CH:2]=2)=[CH:9][CH:8]=[CH:7][N:6]=1 |f:2.3,4.5|. Procedure: To a solution of tert-butyl (3-acetyl pyridin-2-yl)carbamate (600 mg, 2.29 mmol) and diethyl oxalate (669 mg, 4.58 mmol) in toluene (5.0 mL) was added potassium tert-butoxide (514 mg, 4.58 mmol) at room temperature under a nitrogen atmosphere, which was stirred for two hours. After addition of toluene (5.0 mL) and stirring for one hour, potassium tert-butoxide (257 mg, 2.29 mmol) was added thereto and the solution was stirred for two hours. To the reaction mixture were added hydroxylamine hydroc... Starting materials: BrC=1C2=CC=CC=C2C=C2C=CC=CC12 (9-bromoanthracene), phenylbromic acid, C([O-])([O-])=O.[K+].[K+] (potassium carbonate), C1(=C(C=CC=C1)P(C1=C(C=CC=C1)C)C1=C(C=CC=C1)C)C (tri(orthotolyl)phosphine). The reagents and catalysts are CC(=O)[O-].CC(=O)[O-].[Pd+2] (Pd(OAc)2). Run in COCCOC (1,2-dimethoxyethane). Run at temperature 80 celsius, time 9 hour. Yields the product C1(=CC=CC=C1)C=1C2=CC=CC=C2C=C2C=CC=CC12 (9-phenylanthracene). The yield is 85.0%. As a reaction SMILES: Br[C:2]1[C:3]2[C:8]([CH:9]=[C:10]3[C:15]=1[CH:14]=[CH:13][CH:12]=[CH:11]3)=[CH:7][CH:6]=[CH:5][CH:4]=2.[C:16]1([BrH](O)(=O)=O)[CH:21]=[CH:20][CH:19]=[CH:18][CH:17]=1.C(=O)([O-])[O-].[K+].[K+].C1(C)C=CC=CC=1P(C1C=CC=CC=1C)C1C=CC=CC=1C>CC([O-])=O.CC([O-])=O.[Pd+2].COCCOC>[C:16]1([C:2]2[C:3]3[C:8]([CH:9]=[C:10]4[C:15]=2[CH:14]=[CH:13][CH:12]=[CH:11]4)=[CH:7][CH:6]=[CH:5][CH:4]=3)[CH:21]=[CH:20][CH:19]=[CH:18][CH:17]=1 |f:2.3.4,6.7.8|. Procedure: 5.4 g (21.1 mmol) of 9-bromoanthracene, 2.6 g (21.1 mmol) of phenylbromic acid, 60 mg (0.21 mmol) of Pd(OAc)2, 10 ml (20 mmol) of a 2 mol/1 potassium carbonate (K2CO3) aqueous solution, 263 mg (0.84 mmol) of tri(orthotolyl)phosphine (P(o-tolyl)3), and 20 ml of 1,2-dimethoxyethane (abbrev.: DME) were mixed, and stirred for 9 hours at 80° C. After the reaction, the solid extracted was recovered by suction filtration. Then it was dissolved in toluene and filtered through Florisil, Celite, and alumi... The reactants are C1(CCCCC1)C[C@@H]([C@H](C[C@H](C=C)C(C)C)O)NC(=O)[C@H](CC=1N=CNC1)NC(=O)[C@@H](CC(=O)OCC)CC1=CC=CC=C1 (ethyl (R)-3-[[(S)-1-[[(1S,2S,4S)-1-(cyclohexylmethyl)-2-hydroxy-4-isopropyl-5-hexenyl]carbamoyl]-2-imidazol-4-ylethyl]carbamoyl]-4-phenylbutyrate), N (ammonia). Run in CO (methanol). Conditions: time 12 hour. Yields the product C(N)(=O)C[C@H](C(=O)N[C@H](C(=O)N[C@H]([C@H](C[C@H](C=C)C(C)C)O)CC1CCCCC1)CC=1N=CNC1)CC1=CC=CC=C1 ((S)-α-[(R)-α-(carbamoylmethyl)hydrocinnam-amido]-N-[(1S,2S,4S)-1-(cyclohexylmethyl)-2-hydroxy-4-isopropyl-5-hexenyl]imidazole-4-propionamide). The yield is 66.0%. Reaction SMILES: [CH:1]1([CH2:7][C@H:8]([NH:18][C:19]([C@@H:21]([NH:28][C:29]([C@H:31]([CH2:38][C:39]2[CH:44]=[CH:43][CH:42]=[CH:41][CH:40]=2)[CH2:32][C:33]([O:35]CC)=O)=[O:30])[CH2:22][C:23]2[N:24]=[CH:25][NH:26][CH:27]=2)=[O:20])[C@@H:9]([OH:17])[CH2:10][C@@H:11]([CH:14]([CH3:16])[CH3:15])[CH:12]=[CH2:13])[CH2:6][CH2:5][CH2:4][CH2:3][CH2:2]1.[NH3:45]>CO>[C:33]([CH2:32][C@@H:31]([CH2:38][C:39]1[CH:40]=[CH:41][CH:42]=[CH:43][CH:44]=1)[C:29]([NH:28][C@@H:21]([CH2:22][C:23]1[N:24]=[CH:25][NH:26][CH:27]=1)[C:19]([NH:18][C@@H:8]([CH2:7][CH:1]1[CH2:2][CH2:3][CH2:4][CH2:5][CH2:6]1)[C@@H:9]([OH:17])[CH2:10][C@@H:11]([CH:14]([CH3:16])[CH3:15])[CH:12]=[CH2:13])=[O:20])=[O:30])(=[O:35])[NH2:45]. Procedure: A solution of 100 mg of ethyl (R)-3-[[(S)-1-[[(1S,2S,4S)-1-(cyclohexylmethyl)-2-hydroxy-4-isopropyl-5-hexenyl]carbamoyl]-2-imidazol-4-ylethyl]carbamoyl]-4-phenylbutyrate in 30 ml of methanol was saturated with ammonia for 1-2 minutes and subsequently left to stand at room temperature for 12 hours. Thereafter, the solvent was removed under reduced pressure and the residue was chromatographed on silica gel with 10% methanol in methylene chloride as the eluting agent, to obtain 63 mg (66%) of (S)-α... The reactants are CC(CO)=C (2-Methyl-prop-2-en-1-ol), BrCC1=CC=C(C(=O)O)C=C1 (4-Bromomethyl-benzoic acid), [H-].[Na+] (sodium hydride), C(CC=C)OCC1=CC=C(C(=O)O)C=C1 (4-But-3-enyloxymethyl-benzoic acid). Product: CC(COCC1=CC=C(C(=O)O)C=C1)=C (4-(2-Methyl-allyloxymethyl)benzoic acid). As a reaction SMILES: [CH3:1][C:2](=[CH2:5])[CH2:3][OH:4].Br[CH2:7][C:8]1[CH:16]=[CH:15][C:11]([C:12]([OH:14])=[O:13])=[CH:10][CH:9]=1.[H-].[Na+].C(OCC1C=CC(C(O)=O)=CC=1)CC=C>>[CH3:5][C:2](=[CH2:1])[CH2:3][O:4][CH2:7][C:8]1[CH:16]=[CH:15][C:11]([C:12]([OH:14])=[O:13])=[CH:10][CH:9]=1 |f:2.3|. Reported procedure: The reaction of 2-Methyl-prop-2-en-1-ol and 4-Bromomethyl-benzoic acid in the presence of sodium hydride was performed as described for Compound 33 to give 4-(2-Methyl-allyloxymethyl)benzoic acid as white powder. 1H-NMR (400 MHz, d6-DMSO): 12.85 (S, COOH); 7.91 (d, J=8.3, 2 arom. H); 7.42 (d, J=8.3, 2 arom.H); 4.96, 4.88 (2 s-like; C═CH2); 4.51 (s, —OCH2—C6H4); 3.90 (s, CH2O); 1.69 (s, CH3). 13C-NMR (100 MHz, d6-DMSO): 167.12 (—C═O); 143.60; 141.98; 129.74; 129.32 (2 arom.C); 127.09 (2 arom.C); ...